Dataset: the Open Reaction Database (ORD), a public repository of structured organic reaction records. Task: describe an organic reaction: reactants, conditions, products, and yield Reactants: P(=O)(Cl)(Cl)Cl (phosphorous oxychloride), C(C)(=O)NNC(=O)C1=NSC2=C1C=C(C=C2)[N+](=O)[O-] (1-acetyl-2-[(5-nitro-1,2-benzisothiazol-3-yl)carbonyl]hydrazine), resultant mixture. Solvent: C(C)#N (acetonitrile). Run at time 2 hour. Yields the product CC1=NN=C(O1)C1=NSC2=C1C=C(C=C2)[N+](=O)[O-] (3-(5-Methyl-1,3,4-oxadiazol-2-yl)-5-nitro-1,2-benzisothiazole). As a reaction SMILES: [C:1]([NH:4][NH:5][C:6]([C:8]1[C:12]2[CH:13]=[C:14]([N+:17]([O-:19])=[O:18])[CH:15]=[CH:16][C:11]=2[S:10][N:9]=1)=[O:7])(=O)[CH3:2].P(Cl)(Cl)(Cl)=O>C(#N)C>[CH3:2][C:1]1[O:7][C:6]([C:8]2[C:12]3[CH:13]=[C:14]([N+:17]([O-:19])=[O:18])[CH:15]=[CH:16][C:11]=3[S:10][N:9]=2)=[N:5][N:4]=1. Reported procedure: To a mixture of 1-acetyl-2-[(5-nitro-1,2-benzisothiazol-3-yl)carbonyl]hydrazine(4.55 g, 0.0163 mol) and acetonitrile at room temperature is added phosphorous oxychloride (14.9 g, 0.0972 mol). The resultant mixture is heated to reflux, stirred two hours, cooled to room temperature and filtered to afford the title compound as an off-white solid (mp>250° C.) which is identified by NMR spectral analysis.